This data is from the Open Reaction Database (ORD), a public repository of structured organic reaction records. The task is: describe an organic reaction: reactants, conditions, products, and yield Starting materials: BrC=1C=C2CCCN(C2=NC1)C(=O)N (6-bromo-3,4-dihydro-2H-[1,8]naphthyridine-1-carboxylic acid amide), N1(CCCC1)C(=O)C=1C=NC=C(C1)B1OC(C(O1)(C)C)(C)C (pyrrolidin-1-yl-[5-(4,4,5,5-tetramethyl-[1,3,2]dioxaborolan-2-yl)-pyridin-3-yl]-methanone), C([O-])([O-])=O.[Na+].[Na+] (sodium carbonate). Solvent: O1CCOCC1 (1,4-dioxane). Conditions: temperature 90 celsius. Yields the product N1(CCCC1)C(=O)C=1C=C(C=NC1)C=1C=C2CCCN(C2=NC1)C(=O)N (6-[5-(Pyrrolidine-1-carbonyl)-pyridin-3-yl]-3,4-dihydro-2H-[1,8]naphthyridine-1-carboxylic acid amide). The yield is 46.6%. As a reaction SMILES: Br[C:2]1[CH:3]=[C:4]2[C:9](=[N:10][CH:11]=1)[N:8]([C:12]([NH2:14])=[O:13])[CH2:7][CH2:6][CH2:5]2.[N:15]1([C:20]([C:22]2[CH:23]=[N:24][CH:25]=[C:26](B3OC(C)(C)C(C)(C)O3)[CH:27]=2)=[O:21])[CH2:19][CH2:18][CH2:17][CH2:16]1.C(=O)([O-])[O-].[Na+].[Na+]>O1CCOCC1>[N:15]1([C:20]([C:22]2[CH:27]=[C:26]([C:2]3[CH:3]=[C:4]4[C:9](=[N:10][CH:11]=3)[N:8]([C:12]([NH2:14])=[O:13])[CH2:7][CH2:6][CH2:5]4)[CH:25]=[N:24][CH:23]=2)=[O:21])[CH2:19][CH2:18][CH2:17][CH2:16]1 |f:2.3.4|. Procedure details: To a mixture of 6-bromo-3,4-dihydro-2H-[1,8]naphthyridine-1-carboxylic acid amide (55 mg, 0.22 mmol) and pyrrolidin-1-yl-[5-(4,4,5,5-tetramethyl-[1,3,2]dioxaborolan-2-yl)-pyridin-3-yl]-methanone (78 mg, 0.26 mmol) in 1,4-dioxane (2 mL) is added 2.0 N aqueous sodium carbonate solution (0.23 mL, 0.46 mmol). Argon gas is bubbled through the solution for 5 min. To the mixture is added PdCl2(dppf) catalyst (12 mg, 0.02 mmmol) in one portion. The mixture is heated at 90° C. for 2 hrs. The mixture is f... The reactants are O=C([O-])O, O=C(Cl)c1cccc(CCl)n1, ClCCl, COc1ncc(-c2cc(N)c3cnn(S(=O)(=O)c4ccccc4)c3c2)cc1NS(C)(=O)=O, [Na+], c1ccncc1. Yields the product COc1ncc(-c2cc(NC(=O)c3cccc(CCl)n3)c3cnn(S(=O)(=O)c4ccccc4)c3c2)cc1NS(C)(=O)=O. RXN SMILES: [C:50](=[O:51])([OH:52])[O-:53].[Cl:39][CH2:40][c:41]1[cH:42][cH:43][cH:44][c:45]([C:47](=[O:48])[Cl:49])[n:46]1.[Cl:55][CH2:56][Cl:57].[NH2:1][c:2]1[c:3]2[cH:4][n:5][n:6]([S:24](=[O:25])(=[O:26])[c:27]3[cH:28][cH:29][cH:30][cH:31][cH:32]3)[c:7]2[cH:8][c:9](-[c:11]2[cH:12][c:13]([NH:19][S:20](=[O:21])(=[O:22])[CH3:23])[c:14]([O:17][CH3:18])[n:15][cH:16]2)[cH:10]1.[Na+:54].[cH:33]1[cH:34][cH:35][n:36][cH:37][cH:38]1>>[NH:1]([c:2]1[c:3]2[cH:4][n:5][n:6]([S:24](=[O:25])(=[O:26])[c:27]3[cH:28][cH:29][cH:30][cH:31][cH:32]3)[c:7]2[cH:8][c:9](-[c:11]2[cH:12][c:13]([NH:19][S:20](=[O:21])(=[O:22])[CH3:23])[c:14]([O:17][CH3:18])[n:15][cH:16]2)[cH:10]1)[C:47]([c:45]1[cH:44][cH:43][cH:42][c:41]([CH2:40][Cl:39])[n:46]1)=[O:48].